Dataset: the Open Reaction Database (ORD), a public repository of structured organic reaction records. Task: describe an organic reaction: reactants, conditions, products, and yield The reactants are C1(=CC=CC=C1)S(=O)(=O)N1C(=NC(=C1)C(=O)C1=CC(=C(C(=C1)OC)OC)OC)C1=CN(C2=CC=CC=C12)S(=O)(=O)C1=CC=CC=C1 ((1-(phenylsulfonyl)-2-(1-(phenylsulfonyl)-1H-indol-3-yl)-1H-imidazol-4-yl)(3,4,5-trimethoxyphenyl)methanone), [OH-].[Na+] (sodium hydroxide), C21H19N3O4. Solvent: C(C)O (ethanol), O (water), O (water). Reaction conditions: time 8 hour. Yields the product N1C=C(C2=CC=CC=C12)C=1NC=C(N1)C(=O)C1=CC(=C(C(=C1)OC)OC)OC ((2-(1H-indol-3-yl)-1H-imidazol-4-yl)(3,4,5-trimethoxyphenyl)methanone). Isolated yield 60.0%. RXN SMILES: C1(S([N:10]2[CH:14]=[C:13]([C:15]([C:17]3[CH:22]=[C:21]([O:23][CH3:24])[C:20]([O:25][CH3:26])=[C:19]([O:27][CH3:28])[CH:18]=3)=[O:16])[N:12]=[C:11]2[C:29]2[C:37]3[C:32](=[CH:33][CH:34]=[CH:35][CH:36]=3)[N:31](S(C3C=CC=CC=3)(=O)=O)[CH:30]=2)(=O)=O)C=CC=CC=1.[OH-].[Na+]>C(O)C.O>[NH:31]1[C:32]2[C:37](=[CH:36][CH:35]=[CH:34][CH:33]=2)[C:29]([C:11]2[NH:10][CH:14]=[C:13]([C:15]([C:17]3[CH:22]=[C:21]([O:23][CH3:24])[C:20]([O:25][CH3:26])=[C:19]([O:27][CH3:28])[CH:18]=3)=[O:16])[N:12]=2)=[CH:30]1 |f:1.2|. Procedure: To a solution of (1-(phenylsulfonyl)-2-(1-(phenylsulfonyl)-1H-indol-3-yl)-1H-imidazol-4-yl)(3,4,5-trimethoxyphenyl)methanone (17yaa) (1 mmol) in ethanol (40 mL) and water (4 mL) was added sodium hydroxide (10 equiv, 10 mmol) and stirred overnight under refluxing condition in darkness. The reaction mixture was diluted by 50 mL of water and extracted by ethyl acetate (200 mL). The organic layer was dried over magnesium sulfate and concentrated. The residue was purified by flash column chromatograp...